This data is from the Open Reaction Database (ORD), a public repository of structured organic reaction records. The task is: describe an organic reaction: reactants, conditions, products, and yield The reactants are C(C)(=O)NC1=C(C=CC=C1)OS(=O)(=O)C1=CC=C(C=C1)C (toluene-4-sulfonic acid 2-acetylamino-phenyl ester), C(#C)C1=CC=C(C=C1)N (4-ethynyl-phenylamine). The solvent is CCCCCCC.CCOC(=O)C (heptane EtOAc). The product is NC1=CC=C(C=C1)C#CC1=C(C=CC=C1)NC(C)=O (N-[2-(4-Amino-phenylethynyl)-phenyl]-acetamide). Reaction SMILES: [C:1]([NH:4][C:5]1[CH:10]=[CH:9][CH:8]=[CH:7][C:6]=1OS(C1C=CC(C)=CC=1)(=O)=O)(=[O:3])[CH3:2].[C:22]([C:24]1[CH:29]=[CH:28][C:27]([NH2:30])=[CH:26][CH:25]=1)#[CH:23]>CCCCCCC.CCOC(C)=O>[NH2:30][C:27]1[CH:28]=[CH:29][C:24]([C:22]#[C:23][C:6]2[CH:7]=[CH:8][CH:9]=[CH:10][C:5]=2[NH:4][C:1](=[O:3])[CH3:2])=[CH:25][CH:26]=1 |f:2.3|. Procedure: This product was prepared from toluene-4-sulfonic acid 2-acetylamino-phenyl ester and 4-ethynyl-phenylamine following the general procedure for the Sonogashira cross-coupling process described above. Chromatography eluent: heptane/EtOAc 9:1; yield (47 mg, 50%); 1H NMR δ (CDCl3): 8.39 (d, J=8.52 Hz, 1H), 7.9 (br s, 1H), 7.59-7.67 (m, 2H), 7.58-7.52 (m, 2H), 7.41-7.35 (m, 2H), 7.02 (t, J=7.21 Hz, 1H), 3.82 (b, 2H), 2.21 (s, 3H); LCMS m/z: 250. Starting materials: Cc1c[nH]nn1, O=[N+]([O-])c1ccc(F)c(F)c1, [K+], [K+], CN(C)C=O, O=P([O-])([O-])O. Product: Cc1cn(-c2ccc([N+](=O)[O-])cc2F)nn1. Reaction SMILES: [CH3:1][c:2]1[n:3][n:4][nH:5][cH:6]1.[F:14][c:15]1[cH:16][c:17]([N+:22](=[O:23])[O-:24])[cH:18][cH:19][c:20]1[F:21].[K+:12].[K+:13].[O:25]=[CH:26][N:27]([CH3:28])[CH3:29].[P:7]([O-:8])([O-:9])([OH:10])=[O:11]>>[CH3:1][c:2]1[n:3][n:4][n:5](-[c:20]2[c:15]([F:14])[cH:16][c:17]([N+:22](=[O:23])[O-:24])[cH:18][cH:19]2)[cH:6]1. Reactants: FC1(OC2=C(O1)C=CC=C2C)F (2,2-difluoro-4-methyl-1,3-benzodioxole), N(=NC(C#N)(C)C)C(C#N)(C)C (Azobisisobutyronitrile), BrN1C(CCC1=O)=O (N-bromosuccinimide). Solvent: C(Cl)Cl (methylene chloride). Product: BrCC1=CC=CC=2OC(OC21)(F)F (4-Bromomethyl-2,2-difluoro-1,3-benzodioxole). Reaction SMILES: [F:1][C:2]1([F:12])[O:6][C:5]2[CH:7]=[CH:8][CH:9]=[C:10]([CH3:11])[C:4]=2[O:3]1.N(C(C)(C)C#N)=NC(C)(C)C#N.[Br:25]N1C(=O)CCC1=O>C(Cl)Cl>[Br:25][CH2:11][C:10]1[C:4]2[O:3][C:2]([F:1])([F:12])[O:6][C:5]=2[CH:7]=[CH:8][CH:9]=1. Procedure: 76 g of 2,2-difluoro-4-methyl-1,3-benzodioxole and 200 mg of Azobisisobutyronitrile are added to a suspension of 90 g of N-bromosuccinimide in 400 ml of methylene chloride. The mixture is then heated under reflux, with stirring, until all the undissolved material floats to the top. After cooling, the succinimide is filtered off with suction and rinsed with carbon tetrachloride and the solution is then distilled in order to separate off the carbon tetrachloride. 117 g of crude benzyl bromide rema... The reactants are N1(CCC1)S(=O)(=O)N (azetidine-1-sulfonamide), C1(CC1)S(=O)(=O)N (cyclopropanesulfonamide), trans-4-((5-chloroadamantan-2-yl)oxy)-5-cyclopropyl-2-fluorobenzoic acid, ClC=1C(=CC(=C(C(=O)O)C1)F)OCC1(CCC1)C(F)(F)F (5-chloro-2-fluoro-4-((1-(trifluoromethyl)cyclobutyl)methoxy)benzoic acid). Yields the product ClC=1C(=CC(=C(C(=O)NS(=O)(=O)C2CC2)C1)F)OCC1(CCC1)C(F)(F)F (5-chloro-N-(cyclopropylsulfonyl)-2-fluoro-4-((1-(trifluoromethyl)-cyclobutyl)methoxy)benzamide), solid. Isolated yield 47.0%. Reaction SMILES: [Cl:1][C:2]1[C:3]([O:12][CH2:13][C:14]2([C:18]([F:21])([F:20])[F:19])[CH2:17][CH2:16][CH2:15]2)=[CH:4][C:5]([F:11])=[C:6]([CH:10]=1)[C:7](O)=[O:8].N1(S(N)(=O)=O)CCC1.[CH:30]1([S:33]([NH2:36])(=[O:35])=[O:34])[CH2:32][CH2:31]1>>[Cl:1][C:2]1[C:3]([O:12][CH2:13][C:14]2([C:18]([F:21])([F:19])[F:20])[CH2:15][CH2:16][CH2:17]2)=[CH:4][C:5]([F:11])=[C:6]([CH:10]=1)[C:7]([NH:36][S:33]([CH:30]1[CH2:32][CH2:31]1)(=[O:35])=[O:34])=[O:8]. Procedure details: Following the procedure as described in Example 218 step 5 and making variations as required to replace trans-4-((5-chloroadamantan-2-yl)oxy)-5-cyclopropyl-2-fluorobenzoic acid with 5-chloro-2-fluoro-4-((1-(trifluoromethyl)cyclobutyl)methoxy)benzoic acid and to replace azetidine-1-sulfonamide with cyclopropanesulfonamide, the title compound was obtained as colorless solid (0.04 g, 47%): 1H NMR (300 MHz, DMSO-d6) δ 12.10 (s, 1H), 7.78 (d, J=7.5 Hz, 1H), 7.39 (d, J=12.4 Hz, 1H), 4.41 (s, 2H), 3.12... The solvent is O1CCOCC1 (1,4-dioxan). Yield: 71.6%. As a reaction SMILES: [C:1]([C:6]1[CH:7]=[N:8][C:9]2[C:14]([C:15]=1Cl)=[CH:13][CH:12]=[CH:11][C:10]=2[CH3:17])(=[O:5])[CH2:2][CH2:3][CH3:4].[CH2:18]([C:20]1[CH:26]=[CH:25][CH:24]=[CH:23][C:21]=1[NH2:22])[CH3:19]>O1CCOCC1>[C:1]([C:6]1[CH:7]=[N:8][C:9]2[C:14]([C:15]=1[NH:22][C:21]1[CH:23]=[CH:24][CH:25]=[CH:26][C:20]=1[CH2:18][CH3:19])=[CH:13][CH:12]=[CH:11][C:10]=2[CH3:17])(=[O:5])[CH2:2][CH2:3][CH3:4]. Starting materials: C(CCC)(=O)C=1C=NC2=C(C=CC=C2C1Cl)C (3-Butyryl-4-chloro-8-methylquinoline), C(C)C1=C(N)C=CC=C1 (2-ethylaniline). Yields the product C(CCC)(=O)C=1C=NC2=C(C=CC=C2C1NC1=C(C=CC=C1)CC)C (3-butyryl-4-(2-ethylphenylamino)-8-methylquinoline). Procedure: 3-Butyryl-4-chloro-8-methylquinoline (2.48 g, 10 mmol), 2-ethylaniline (1.85 ml, 15 mmol) and 1,4-dioxan (10 ml) were stirred at room temperature overnight then heated at reflux for 30 minutes. The solvent was evaporated, the residue converted to free base and recrystallised from aqueous ethanol to give 3-butyryl-4-(2-ethylphenylamino)-8-methylquinoline (2.38 g), m.p. 117°-119°.